describe an organic reaction: reactants, conditions, products, and yield From a dataset of the Open Reaction Database (ORD), a public repository of structured organic reaction records. Procedure: 5-Chloro-1-isopropyl-2-(4-methyl-1-piperazinyl)benzimidazole (2.7 g) was dissolved in acetic acid (15 ml). To the solution was added fuming nitric acid (3 ml) at 0° C. and then the mixture was stirred at 60° C. for 1 hour. The reaction mixture was poured into water and the mixture was made basic with an aqueous sodium hydroxide solution and extracted with chloroform. The chloroform layer was washed with water and dried over anhydrous magnesium sulfate and then the solvent was distilled off under... Product: ClC1=CC2=C(N(C(=N2)N2CCN(CC2)C)C(C)C)C=C1[N+](=O)[O-] (5-chloro-1-isopropyl-2-(4-methyl-1-piperazinyl)-6-nitrobenzimidazole). RXN SMILES: [Cl:1][C:2]1[CH:20]=[CH:19][C:5]2[N:6]([CH:16]([CH3:18])[CH3:17])[C:7]([N:9]3[CH2:14][CH2:13][N:12]([CH3:15])[CH2:11][CH2:10]3)=[N:8][C:4]=2[CH:3]=1.[N+:21]([O-])([OH:23])=[O:22].O.[OH-].[Na+]>C(O)(=O)C>[Cl:1][C:2]1[C:20]([N+:21]([O-:23])=[O:22])=[CH:19][C:5]2[N:6]([CH:16]([CH3:18])[CH3:17])[C:7]([N:9]3[CH2:14][CH2:13][N:12]([CH3:15])[CH2:11][CH2:10]3)=[N:8][C:4]=2[CH:3]=1 |f:3.4|. Run in C(C)(=O)O (acetic acid). Starting materials: [OH-].[Na+] (sodium hydroxide), ClC1=CC2=C(N(C(=N2)N2CCN(CC2)C)C(C)C)C=C1 (5-Chloro-1-isopropyl-2-(4-methyl-1-piperazinyl)benzimidazole), O (water), [N+](=O)(O)[O-] (nitric acid). Reaction conditions: temperature 60 celsius, time 1 hour.